From a dataset of the Open Reaction Database (ORD), a public repository of structured organic reaction records. describe an organic reaction: reactants, conditions, products, and yield Solvent: CO (methanol), O (water). The reactants are BrC=1C=C(C(=C(C1)N1CCC(CC1)=O)OC)C(C)(C)C (1-[5-bromo-3-(tert-butyl)-2-methoxyphenyl]-4-piperidinone), C(Cl)Cl (methylene chloride), [BH4-].[Na+] (NaBH4), C(C)(=O)OCC (ethyl acetate). The yield is 64.4%. RXN SMILES: [BH4-].[Na+].[Br:3][C:4]1[CH:5]=[C:6]([C:19]([CH3:22])([CH3:21])[CH3:20])[C:7]([O:17][CH3:18])=[C:8]([N:10]2[CH2:15][CH2:14][C:13](=[O:16])[CH2:12][CH2:11]2)[CH:9]=1.C(Cl)Cl.C(OCC)(=O)C>CO.O>[Br:3][C:4]1[CH:5]=[C:6]([C:19]([CH3:22])([CH3:21])[CH3:20])[C:7]([O:17][CH3:18])=[C:8]([N:10]2[CH2:15][CH2:14][CH:13]([OH:16])[CH2:12][CH2:11]2)[CH:9]=1 |f:0.1|. Product: BrC=1C=C(C(=C(C1)N1CCC(CC1)O)OC)C(C)(C)C (1-[5-Bromo-3-(tert-butyl)-2-methoxyphenyl]-4-piperidinol). Procedure details: NaBH4 (0.23 g, 6.1 mmol) was added to a mixed solution of. 1-[5-bromo-3-(tert-butyl)-2-methoxyphenyl]-4-piperidinone (2.0 g, 5.9 mmol) in methanol (12 ml)-methylene chloride (12 ml) while cooling on ice. After completion of the reaction, the mixture was diluted with water and extraction was performed with ethyl acetate. The extract was washed with brine and dried over anhydrous magnesium sulfate, and the solvent was distilled off under reduced pressure. The residue was purified by silica gel col...